The task is: describe an organic reaction: reactants, conditions, products, and yield. This data is from the Open Reaction Database (ORD), a public repository of structured organic reaction records. Starting materials: CS(=O)(=O)O, Nc1cccc(Cl)c1, CCOC(=O)c1cnc(Cl)c2ccn(CC)c12, C1COCCO1. The product is CCOC(=O)c1cnc(Nc2cccc(Cl)c2)c2ccn(CC)c12. Reaction SMILES: [CH3:26][S:27](=[O:28])(=[O:29])[OH:30].[Cl:18][c:19]1[cH:20][c:21]([NH2:22])[cH:23][cH:24][cH:25]1.[Cl:1][c:2]1[n:3][cH:4][c:5]([C:13](=[O:14])[O:15][CH2:16][CH3:17])[c:6]2[c:7]1[cH:8][cH:9][n:10]2[CH2:11][CH3:12].[O:31]1[CH2:32][CH2:33][O:34][CH2:35][CH2:36]1>>[c:2]1([NH:22][c:21]2[cH:20][c:19]([Cl:18])[cH:25][cH:24][cH:23]2)[n:3][cH:4][c:5]([C:13](=[O:14])[O:15][CH2:16][CH3:17])[c:6]2[c:7]1[cH:8][cH:9][n:10]2[CH2:11][CH3:12]. Starting materials: C(C1=CC=CC=C1)N1C(C2=C(C=C1)N=C(N2CC#CC)SC)=O (5-benzyl-3-(but-2-ynyl)-2-methylsulphanyl-3,5-dihydro-imidazo[4,5-c]pyridin-4-one), O (water), [Mn](=O)(=O)(=O)[O-].[K+] (potassium permanganate), O (water), S([O-])(O)=O.[Na+] (sodium bisulphite). The solvent is C(C)(=O)O (acetic acid). Product: C(C1=CC=CC=C1)N1C(C2=C(C=C1)N=C(N2CC#CC)S(=O)(=O)C)=O (5-benzyl-3-(but-2-ynyl)-2-methylsulphonyl-3,5-dihydro-imidazo[4,5-c]pyridin-4-one). Reaction SMILES: [Mn]([O-])(=O)(=O)=O.[K+].[CH2:7]([N:14]1[CH:19]=[CH:18][C:17]2[N:20]=[C:21]([S:27][CH3:28])[N:22]([CH2:23][C:24]#[C:25][CH3:26])[C:16]=2[C:15]1=[O:29])[C:8]1[CH:13]=[CH:12][CH:11]=[CH:10][CH:9]=1.S(=O)(O)[O-:31].[Na+].[OH2:35]>C(O)(=O)C>[CH2:7]([N:14]1[CH:19]=[CH:18][C:17]2[N:20]=[C:21]([S:27]([CH3:28])(=[O:31])=[O:35])[N:22]([CH2:23][C:24]#[C:25][CH3:26])[C:16]=2[C:15]1=[O:29])[C:8]1[CH:13]=[CH:12][CH:11]=[CH:10][CH:9]=1 |f:0.1,3.4|. Procedure: A solution of 316 mg (2.0 mmol) of potassium permanganate in 10 ml of water was slowly added dropwise with stirring to a solution of 400 mg (1.24 mmol) of 5-benzyl-3-(but-2-ynyl)-2-methylsulphanyl-3,5-dihydro-imidazo[4,5-c]pyridin-4-one in 10 ml of concentrated acetic acid. After three hours at ambient temperature 400 mg of sodium bisulphite (Na2S2O5) were added and the mixture was diluted with approx. 30 ml of water. It was extracted five times with 30 ml of dichloromethane, the extracts were d... Starting materials: ClC1=CC=C(C=C1)N1N=C(C=C1)[C@@H](C)N[S@](=O)C(C)(C)C ((R)—N—((R)-1-(1-(4-chlorophenyl)-1H-pyrazol-3-yl)ethyl)-2-methylpropane-2-sulfinamide), Cl (HCl). Run in O1CCOCC1 (dioxane). Conditions: time 30 minute. Product: ClC1=CC=C(C=C1)N1N=C(C=C1)[C@@H](C)N ((R)-1-(1-(4-chlorophenyl)-1H-pyrazol-3-yl)ethanamine). The yield is 83.3%. As a reaction SMILES: [Cl:1][C:2]1[CH:7]=[CH:6][C:5]([N:8]2[CH:12]=[CH:11][C:10]([C@H:13]([NH:15][S@@](C(C)(C)C)=O)[CH3:14])=[N:9]2)=[CH:4][CH:3]=1.Cl>O1CCOCC1>[Cl:1][C:2]1[CH:3]=[CH:4][C:5]([N:8]2[CH:12]=[CH:11][C:10]([C@H:13]([NH2:15])[CH3:14])=[N:9]2)=[CH:6][CH:7]=1. Reported procedure: To a solution of (R)—N—((R)-1-(1-(4-chlorophenyl)-1H-pyrazol-3-yl)ethyl)-2-methylpropane-2-sulfinamide (0.98 g, 3.01 mmol) in dioxane (10 ml) was added dropwise HCl (1.504 ml, 6.01 mmol). The reaction was stirred at room temperature for 30 minutes. LCMS indicated complete conversion to product. The reaction mixture was concentrated and DCM (20 mL) and saturated NaHCO3 solution (10 mL) was added to the residue. The mixture was stirred for 10 minutes and phases were separated. Aqueous layer was th...